The task is: describe an organic reaction: reactants, conditions, products, and yield. This data is from the Open Reaction Database (ORD), a public repository of structured organic reaction records. Reactants: CS(=O)C (methyl sulfoxide), C(C1=CC=CC=C1)OC[C@H](CO)C ((S)-3-benzyloxy-2-methylpropan-1-ol), C(C(=O)Cl)(=O)Cl (oxalyl chloride), C(C)(C)N(C(C)C)CC (N,N-diisopropylethylamine). The solvent is C(Cl)Cl (CH2Cl2), C(Cl)Cl (CH2Cl2), C(Cl)Cl (CH2Cl2). Run at temperature -78 celsius. The product is C(C1=CC=CC=C1)OC[C@@H](C=O)C ((S)-3-Benzyloxy-2-methylpropanal). As a reaction SMILES: C(Cl)(=O)C(Cl)=O.CS(C)=O.[CH2:11]([O:18][CH2:19][C@@H:20]([CH3:23])[CH2:21][OH:22])[C:12]1[CH:17]=[CH:16][CH:15]=[CH:14][CH:13]=1.C(N(CC)C(C)C)(C)C>C(Cl)Cl>[CH2:11]([O:18][CH2:19][C@H:20]([CH3:23])[CH:21]=[O:22])[C:12]1[CH:17]=[CH:16][CH:15]=[CH:14][CH:13]=1. Procedure details: An oven dried three-necked 2 L round bottom flask was equipped with a mechanical stirrer, a thermometer, an N2 inlet, and a septum. The flask was charged with 24.050 g (0.189 mol) of oxalyl chloride and 425 mL CH2Cl2. The reaction mixture was stirred under an N2 atmosphere and cooled to −78° C. with an external dry ice-acetone bath. A solution of methyl sulfoxide (29.607 g; 0.379 mol) in 85 mL CH2Cl2 was then added over 5 min to the reaction mixture via cannula. After the adition, the reaction w... The product is CCCCc1nc(=O)c2cc(C=O)ccc2[nH]1. Starting materials: CCCCc1nc(=O)c2cc(CO)ccc2[nH]1, CN(C)C=O, O=[Cr](=O)([O-])O[Cr](=O)(=O)[O-], O, c1cc[nH+]cc1, c1cc[nH+]cc1. As a reaction SMILES: [CH2:1]([CH2:2][CH2:3][CH3:4])[c:5]1[nH:6][c:7]2[cH:8][cH:9][c:10]([CH2:16][OH:17])[cH:11][c:12]2[c:13](=[O:15])[n:14]1.[CH3:40][N:41]([CH3:42])[CH:43]=[O:44].[Cr:18]([O:19][Cr:20]([O-:21])(=[O:22])=[O:23])([O-:24])(=[O:25])=[O:26].[OH2:39].[nH+:27]1[cH:28][cH:29][cH:30][cH:31][cH:32]1.[nH+:33]1[cH:34][cH:35][cH:36][cH:37][cH:38]1>>[CH2:1]([CH2:2][CH2:3][CH3:4])[c:5]1[nH:6][c:7]2[cH:8][cH:9][c:10]([CH:16]=[O:17])[cH:11][c:12]2[c:13](=[O:15])[n:14]1. Reactants: C(C=C)(=O)OCC12CC3(CC(CC(C1)C3)C2)O (1-acryloyloxymethyl-3-adamantanol), C(=O)(O)C12CC3(CC(CC(C1)(C3)O)(C2)O)O (1-carboxy-3,5,7-trihydroxyadamantane). Yields the product C(=O)(O)C12CC3(CC(CC(C1)(C3)OC(C=C)=O)(C2)O)O (1-carboxy-3,5-dihydroxy-7-acryloyloxyadamantane). Isolated yield 81.0%. As a reaction SMILES: [C:1](OCC12CC3CC(CC(O)(C3)C1)C2)(=[O:4])[CH:2]=[CH2:3].[C:18]([C:21]12[CH2:31][C:25]3([OH:32])[CH2:26][C:27]([OH:30])([CH2:29][C:23]([OH:33])([CH2:24]3)[CH2:22]1)[CH2:28]2)([OH:20])=[O:19]>>[C:18]([C:21]12[CH2:22][C:23]3([OH:33])[CH2:24][C:25]([O:32][C:1](=[O:4])[CH:2]=[CH2:3])([CH2:26][C:27]([OH:30])([CH2:29]3)[CH2:28]1)[CH2:31]2)([OH:20])=[O:19]. Reported procedure: The reaction was conducted in the same manner as said (2) except that 1-carboxy-3,5,7-trihydroxyadamantane was used instead of the 1-carboxy-3,5-dihydroxyadamantane, and, as a result, a 1-carboxy-3,5-dihydroxy-7-acryloyloxyadamantane (yield: 81%, white solid) was produced.